This data is from the Open Reaction Database (ORD), a public repository of structured organic reaction records. The task is: describe an organic reaction: reactants, conditions, products, and yield Reactants: FC1=C(C=C(C#N)C=C1)C(F)(F)F (4-Fluoro-3-(trifluoromethyl)benzonitrile), CS(=O)[O-].[Na+] (sodium methanesulfinate). Solvent: O (H2O), CS(=O)C (DMSO). Reaction conditions: temperature 80 celsius, time 22 hour. Product: CS(=O)(=O)C1=C(C=C(C#N)C=C1)C(F)(F)F (4-(Methylsulfonyl)-3-(trifluoromethyl)benzonitrile). RXN SMILES: F[C:2]1[CH:9]=[CH:8][C:5]([C:6]#[N:7])=[CH:4][C:3]=1[C:10]([F:13])([F:12])[F:11].[CH3:14][S:15]([O-:17])=[O:16].[Na+]>CS(C)=O.O>[CH3:14][S:15]([C:2]1[CH:9]=[CH:8][C:5]([C:6]#[N:7])=[CH:4][C:3]=1[C:10]([F:13])([F:12])[F:11])(=[O:17])=[O:16] |f:1.2|. Procedure details: 4-Fluoro-3-(trifluoromethyl)benzonitrile (400 mg, 2.12 mmol) was suspended together with sodium methanesulfinate (216 mg, 2.12 mmol) in DMSO (2 ml) and stirred at 80° C. for 22 hours. The reaction was then cooled, diluted with 25 ml H2O and filtered. Filtered solids were evaporated from toluene to give 536 mg of the title substance (quant). The reactants are 30, NN1CCN(CC1)C1C2=C(C(=CC3=C1C=CC=C3)C#N)C=CC=C2 (5-(4-amino-1-piperazinyl)-5H-dibenzo[a,d]cycloheptene-10-carbonitrile), CC1=CC=CC(=N1)C=O (6-methyl-2-pyridinecarboxaldehyde), C(C)(=O)O (acetic acid). Solvent: CC(C)O (2-propanol). Run at time 4 hour. Yields the product CC1=CC=CC(=N1)C=NN1CCN(CC1)C1C2=C(C(=CC3=C1C=CC=C3)C#N)C=CC=C2 (5-{4-[(6-methyl-2-pyridylmethylene)amino]-1-piperazinyl}-5H-dibenzo[a,d]cycloheptene-10-carbonitrile). RXN SMILES: [NH2:1][N:2]1[CH2:7][CH2:6][N:5]([CH:8]2[C:14]3[CH:15]=[CH:16][CH:17]=[CH:18][C:13]=3[CH:12]=[C:11]([C:19]#[N:20])[C:10]3[CH:21]=[CH:22][CH:23]=[CH:24][C:9]2=3)[CH2:4][CH2:3]1.[CH3:25][C:26]1[N:31]=[C:30]([CH:32]=O)[CH:29]=[CH:28][CH:27]=1.C(O)(=O)C>CC(O)C>[CH3:32][C:30]1[N:31]=[C:26]([CH:25]=[N:1][N:2]2[CH2:3][CH2:4][N:5]([CH:8]3[C:14]4[CH:15]=[CH:16][CH:17]=[CH:18][C:13]=4[CH:12]=[C:11]([C:19]#[N:20])[C:10]4[CH:21]=[CH:22][CH:23]=[CH:24][C:9]3=4)[CH2:6][CH2:7]2)[CH:27]=[CH:28][CH:29]=1. Procedure details: A mixture of 30 parts of 5-(4-amino-1-piperazinyl)-5H-dibenzo[a,d]cycloheptene-10-carbonitrile, 21 parts of 6-methyl-2-pyridinecarboxaldehyde, 1 part of glacial acetic acid, and 250 parts of 2-propanol is heated at the boiling point under reflux with stirring for 4 hours, then stripped of solvent by vacuum distillation. The residue is crystallized from a mixture of tetrahydrofuran and hexane to give 5-{4-[(6-methyl-2-pyridylmethylene)amino]-1-piperazinyl}-5H-dibenzo[a,d]cycloheptene-10-carbonitr...